This data is from the Open Reaction Database (ORD), a public repository of structured organic reaction records. The task is: describe an organic reaction: reactants, conditions, products, and yield As a reaction SMILES: [C:28](=[O:29])([O-:30])[O-:31].[CH3:26][I:27].[CH3:35][C:36]#[N:37].[K+:32].[K+:33].[OH2:34].[c:1]1(-[c:20]2[cH:21][cH:22][cH:23][cH:24][cH:25]2)[cH:2][cH:3][c:4](-[c:7]2[n:8](-[c:13]3[c:14]([F:19])[cH:15][cH:16][cH:17][cH:18]3)[c:9]([SH:12])[n:10][n:11]2)[cH:5][cH:6]1>>[c:1]1(-[c:20]2[cH:21][cH:22][cH:23][cH:24][cH:25]2)[cH:2][cH:3][c:4](-[c:7]2[n:8](-[c:13]3[c:14]([F:19])[cH:15][cH:16][cH:17][cH:18]3)[c:9]([S:12][CH3:28])[n:10][n:11]2)[cH:5][cH:6]1. Product: CSc1nnc(-c2ccc(-c3ccccc3)cc2)n1-c1ccccc1F. Starting materials: O=C([O-])[O-], CI, CC#N, [K+], [K+], O, Fc1ccccc1-n1c(S)nnc1-c1ccc(-c2ccccc2)cc1. Starting materials: CNCCO, [Na+], O, CC(=O)C=Cc1ccc(O)cc1, O=S([O-])O. RXN SMILES: [CH3:1][NH:2][CH2:3][CH2:4][OH:5].[Na+:22].[OH2:23].[OH:6][c:7]1[cH:8][cH:9][c:10]([CH:11]=[CH:12][C:13]([CH3:14])=[O:15])[cH:16][cH:17]1.[S:18](=[O:19])([OH:20])[O-:21]>>[cH:7]1[cH:8][cH:9][c:10]([CH:11]=[CH:12][C:13]([CH3:14])=[O:15])[cH:16][cH:17]1. The product is CC(=O)C=Cc1ccccc1. The reactants are ClC=1C(=CC=C2C=C(C=C(C12)C#N)C1=CC(=C(C=C1)OC)F)O (8-chloro-3-(3-fluoro-4-methoxyphenyl)-7-hydroxy-1-naphthonitrile), Cl.[NH+]1=CC=CC=C1 (pyridinium HCl). The product is ClC=1C(=CC=C2C=C(C=C(C12)C#N)C1=CC(=C(C=C1)O)F)O (8-Chloro-3-(3-fluoro-4-hydroxyphenyl)-7-hydroxy-1-naphthonitrile), tan solid. Isolated yield 78.0%. Reaction SMILES: [Cl:1][C:2]1[C:3]([OH:23])=[CH:4][CH:5]=[C:6]2[C:11]=1[C:10]([C:12]#[N:13])=[CH:9][C:8]([C:14]1[CH:19]=[CH:18][C:17]([O:20]C)=[C:16]([F:22])[CH:15]=1)=[CH:7]2.Cl.[NH+]1C=CC=CC=1>>[Cl:1][C:2]1[C:3]([OH:23])=[CH:4][CH:5]=[C:6]2[C:11]=1[C:10]([C:12]#[N:13])=[CH:9][C:8]([C:14]1[CH:19]=[CH:18][C:17]([OH:20])=[C:16]([F:22])[CH:15]=1)=[CH:7]2 |f:1.2|. Procedure: The title compound was prepared by reacting 8-chloro-3-(3-fluoro-4-methoxyphenyl)-7-hydroxy-1-naphthonitrile (0.042 g, 0.13 mmol) with pyridinium HCl (1.8 g) according to method D to yield 0.033 g (78%) of a tan solid. This material was further purified by preparative reverse phase HPLC to yield the title compound as a white solid: mp 246-252° C.; 1H NMR (DMSO-d6): δ 7.04-7.10 (1H, m), 7.44 91H, d, J=8.94 Hz), 7.56 (1H, dd, J=1.66 Hz, J=8.37 Hz), 7.76 (1H, dd, J=2.20 Hz, J=12.88 Hz), 7.99 (1H, d... The reactants are B, COc1ccc(OCC(=O)Nc2ccc(Oc3ccnc4cc(OC)c(OC)cc34)cc2)cc1, Cl, [Na+], C1CCOC1, C1CCOC1, [OH-]. Product: COc1ccc(OCCNc2ccc(Oc3ccnc4cc(OC)c(OC)cc34)cc2)cc1. Reaction SMILES: [BH3:40].[CH3:1][O:2][c:3]1[cH:4][c:5]2[c:6]([O:15][c:16]3[cH:17][cH:18][c:19]([NH:22][C:23]([CH2:24][O:25][c:26]4[cH:27][cH:28][c:29]([O:32][CH3:33])[cH:30][cH:31]4)=[O:34])[cH:20][cH:21]3)[cH:7][cH:8][n:9][c:10]2[cH:11][c:12]1[O:13][CH3:14].[ClH:41].[Na+:43].[O:35]1[CH2:36][CH2:37][CH2:38][CH2:39]1.[O:44]1[CH2:45][CH2:46][CH2:47][CH2:48]1.[OH-:42]>>[CH3:1][O:2][c:3]1[cH:4][c:5]2[c:6]([O:15][c:16]3[cH:17][cH:18][c:19]([NH:22][CH2:23][CH2:24][O:25][c:26]4[cH:27][cH:28][c:29]([O:32][CH3:33])[cH:30][cH:31]4)[cH:20][cH:21]3)[cH:7][cH:8][n:9][c:10]2[cH:11][c:12]1[O:13][CH3:14]. The reactants are CC(C)(C)OC(=O)N1CCC(n2cc(-c3cnc(N)c(B4OC(C)(C)C(C)(C)O4)c3)cn2)CC1, O=C([O-])[O-], C1COCCO1, [Cs+], [Cs+], Cc1ccc(F)c2cnc(OS(=O)(=O)C(F)(F)F)cc12, O. The product is Cc1ccc(F)c2cnc(-c3cc(-c4cnn(C5CCN(C(=O)OC(C)(C)C)CC5)c4)cnc3N)cc12. RXN SMILES: [C:1]([CH3:2])([CH3:3])([CH3:4])[O:5][C:6](=[O:7])[N:8]1[CH2:9][CH2:10][CH:11]([n:14]2[n:15][cH:16][c:17](-[c:19]3[cH:20][n:21][c:22]([NH2:34])[c:23]([B:25]4[O:26][C:27]([CH3:28])([CH3:29])[C:30]([CH3:31])([CH3:32])[O:33]4)[cH:24]3)[cH:18]2)[CH2:12][CH2:13]1.[C:61](=[O:62])([O-:63])[O-:64].[CH2:55]1[O:56][CH2:57][CH2:58][O:59][CH2:60]1.[Cs+:65].[Cs+:66].[F:35][c:36]1[cH:37][cH:38][c:39]([CH3:54])[c:40]2[cH:41][c:42]([O:46][S:47]([C:48]([F:49])([F:50])[F:51])(=[O:52])=[O:53])[n:43][cH:44][c:45]12.[OH2:67]>>[C:1]([CH3:2])([CH3:3])([CH3:4])[O:5][C:6](=[O:7])[N:8]1[CH2:9][CH2:10][CH:11]([n:14]2[n:15][cH:16][c:17](-[c:19]3[cH:20][n:21][c:22]([NH2:34])[c:23](-[c:42]4[cH:41][c:40]5[c:39]([CH3:54])[cH:38][cH:37][c:36]([F:35])[c:45]5[cH:44][n:43]4)[cH:24]3)[cH:18]2)[CH2:12][CH2:13]1. The reactants are CCOC(=O)C (EtOAc), ClC=1C=C(C=CC1)O (3-Chlorophenol), ClC1=NC=NC2=CC(=C(C=C12)OC)OC (4-Chloro-6,7-dimethoxyquinazoline), [H-].[Na+] (NaH). The solvent is C1CCOC1 (THF), C1CCOC1 (THF). Product: ClC=1C=C(OC2=NC=NC3=CC(=C(C=C23)OC)OC)C=CC1 (4-(3-chlorophenoxy)-6,7-dimethoxyquinazoline). As a reaction SMILES: [H-].[Na+].[Cl:3][C:4]1[CH:5]=[C:6]([OH:10])[CH:7]=[CH:8][CH:9]=1.Cl[C:12]1[C:21]2[C:16](=[CH:17][C:18]([O:24][CH3:25])=[C:19]([O:22][CH3:23])[CH:20]=2)[N:15]=[CH:14][N:13]=1.CCOC(C)=O>C1COCC1>[Cl:3][C:4]1[CH:5]=[C:6]([CH:7]=[CH:8][CH:9]=1)[O:10][C:12]1[C:21]2[C:16](=[CH:17][C:18]([O:24][CH3:25])=[C:19]([O:22][CH3:23])[CH:20]=2)[N:15]=[CH:14][N:13]=1 |f:0.1|. Procedure details: THF (5 ml) and NaH (60% disp in oil, approx. 28 mg) is added to a dry flask maintained under inert atmosphere at room temperature. 3-Chlorophenol (0.09 g) is added as a soln. in THF (1 mL) and stirring is continued until the solution became clear. 4-Chloro-6,7-dimethoxyquinazoline is added all at once (as the solid) and stirring was maintained overnight at RT. The solution is partitioned between CH2Cl2 and 5% NaOH. The organic layer is washed with brine, dried (Na2SO4) and concentrated. Flash co...